Dataset: the Open Reaction Database (ORD), a public repository of structured organic reaction records. Task: describe an organic reaction: reactants, conditions, products, and yield As a reaction SMILES: [CH2:1]([O:3][C:4](=[O:34])[CH2:5][CH2:6][C:7]1[CH:12]=[CH:11][C:10]([O:13][C:14]2[CH:19]=[C:18]([CH3:20])[CH:17]=[C:16]([O:21][C:22]3[CH:27]=[CH:26][C:25]([C:28]([F:31])([F:30])[F:29])=[CH:24][C:23]=3Br)[CH:15]=2)=[CH:9][C:8]=1[CH3:33])[CH3:2].[C:35]1([OH:41])[CH:40]=[CH:39][CH:38]=[CH:37][CH:36]=1.C(=O)([O-])[O-].[Cs+].[Cs+].CC(C)(C(=O)CC(=O)C(C)(C)C)C>CN1CCCC1=O.[Cu]Cl>[CH2:1]([O:3][C:4](=[O:34])[CH2:5][CH2:6][C:7]1[CH:12]=[CH:11][C:10]([O:13][C:14]2[CH:15]=[C:16]([O:21][C:22]3[CH:27]=[CH:26][C:25]([C:28]([F:31])([F:30])[F:29])=[CH:24][C:23]=3[O:41][C:35]3[CH:40]=[CH:39][CH:38]=[CH:37][CH:36]=3)[CH:17]=[C:18]([CH3:20])[CH:19]=2)=[CH:9][C:8]=1[CH3:33])[CH3:2] |f:2.3.4|. The solvent is CN1C(CCC1)=O (1-methyl-2-pyrrolidinone). Product: C(C)OC(CCC1=C(C=C(C=C1)OC1=CC(=CC(=C1)OC1=C(C=C(C=C1)C(F)(F)F)OC1=CC=CC=C1)C)C)=O (3-{2-Methyl-4-[3-methyl-5-(2-phenoxy-4-trifluoromethyl-phenoxy)-phenoxy]-phenyl}-propionic acid ethyl ester). The yield is 54.6%. Reported procedure: A mixture of 3-{4-[3-(2-bromo-4-trifluoromethyl-phenoxy)-5-methyl-phenoxy]-2-methyl-phenyl}-propionic acid ethyl ester (0.309 g, 0.576 mmol), phenol (0.163 g, 1.73 mmol), cesium carbonate (0.56 g, 1.72 mmol), copper (I) chloride (0.029 g, 0.293 mmol) and 2,2,6,6-tetramethyl-3,5-heptanedione (0.027 g, 0.147 mmol) in 1-methyl-2-pyrrolidinone (10 mL) is heated to 120° C. for 20 hours under N2. The reaction is cooled and quenched with 1 N HCl (20 mL). The mixture is then diluted with Et2O and extrac... Reactants: C(C)OC(CCC1=C(C=C(C=C1)OC1=CC(=CC(=C1)C)OC1=C(C=C(C=C1)C(F)(F)F)Br)C)=O (3-{4-[3-(2-bromo-4-trifluoromethyl-phenoxy)-5-methyl-phenoxy]-2-methyl-phenyl}-propionic acid ethyl ester), C1(=CC=CC=C1)O (phenol), C([O-])([O-])=O.[Cs+].[Cs+] (cesium carbonate), CC(C)(C(CC(C(C)(C)C)=O)=O)C (2,2,6,6-tetramethyl-3,5-heptanedione). Conditions: temperature 120 celsius. Reagents/catalysts: [Cu]Cl (copper (I) chloride). The reactants are CS(=O)(=O)O (Methanesulfonic acid), COC=1C=C(C=CC1OC)/C(/C#N)=C/C=1SC(=CC1)N1CCN(CC1)CCO ((Z)-2-(3,4-dimethoxy-phenyl)-3-{5-[4-(2-hydroxy-ethyl)-piperazin-1-yl]-thiophen-2-yl}-acrylonitrile). The solvent is C(C)O (ethanol). Reaction conditions: temperature 70 celsius, time 8 hour. Product: CS(=O)(=O)O.COC=1C=C(C=CC1OC)/C(/C#N)=C/C=1SC(=CC1)N1CCN(CC1)CCO ((Z)-2-(3,4-dimethoxy-phenyl)-3-{5-[4-(2-hydroxy-ethyl)-piperazin-1-yl]-thiophen-2-yl}-acrylonitrile methanesulfonate). Yield: 85.0%. Reaction SMILES: [CH3:1][S:2]([OH:5])(=[O:4])=[O:3].[CH3:6][O:7][C:8]1[CH:9]=[C:10](/[C:16](=[CH:19]/[C:20]2[S:21][C:22]([N:25]3[CH2:30][CH2:29][N:28]([CH2:31][CH2:32][OH:33])[CH2:27][CH2:26]3)=[CH:23][CH:24]=2)/[C:17]#[N:18])[CH:11]=[CH:12][C:13]=1[O:14][CH3:15]>C(O)C>[CH3:1][S:2]([OH:5])(=[O:4])=[O:3].[CH3:6][O:7][C:8]1[CH:9]=[C:10](/[C:16](=[CH:19]/[C:20]2[S:21][C:22]([N:25]3[CH2:30][CH2:29][N:28]([CH2:31][CH2:32][OH:33])[CH2:27][CH2:26]3)=[CH:23][CH:24]=2)/[C:17]#[N:18])[CH:11]=[CH:12][C:13]=1[O:14][CH3:15] |f:3.4|. Procedure: Methanesulfonic acid (81.6 μL) and ethanol (10 mL) were added to Compound 9 (500 mg), and the mixture was heated for dissolution (external temperature: 70° C.). The solution was returned to room temperature, followed by stirring overnight. The precipitated crystals were recovered through filtration, and the recovered crystals were washed sequentially with a small amount of ethanol and hexane. The crystals were thoroughly dried, to thereby yield the target product (yield: 530 mg, 85%). Reactants: ClC1=C(C=C(CN2CCC(CC2)NC=2C=C(C=CC2)NC(C)=O)C=C1)OCC (N-{3-[1-(4-Chloro-3-ethoxy-benzyl)-piperidin-4-ylamino]-phenyl}-acetamide), Cl.Cl.COC(=O)C1=NC=C(N=C1)NC1CCNCC1 (5-(piperidin-4-ylamino)-pyrazine-2-carboxylic acid methyl ester dihydrochloride), C(C)OC1=C(C(=CC(=C1)C=O)OCC)C1=CC=C(C=C1)F (2,6-diethoxy-4′-fluoro-biphenyl-4-carbaldehyde). Yields the product COC(=O)C1=NC=C(N=C1)NC1CCN(CC1)CC1=CC(=C(C(=C1)OCC)C1=CC=C(C=C1)F)OCC (5-[1-(2,6-Diethoxy-4′-fluoro-biphenyl-4-ylmethyl)-piperidin-4-ylamino]-pyrazine-2-carboxylic acid methyl ester). RXN SMILES: ClC1C=CC(CN2CCC(NC3C=C(NC(=O)C)C=CC=3)CC2)=CC=1OCC.Cl.Cl.[CH3:31][O:32][C:33]([C:35]1[CH:40]=[N:39][C:38]([NH:41][CH:42]2[CH2:47][CH2:46][NH:45][CH2:44][CH2:43]2)=[CH:37][N:36]=1)=[O:34].[CH2:48]([O:50][C:51]1[CH:56]=[C:55]([CH:57]=O)[CH:54]=[C:53]([O:59][CH2:60][CH3:61])[C:52]=1[C:62]1[CH:67]=[CH:66][C:65]([F:68])=[CH:64][CH:63]=1)[CH3:49]>>[CH3:31][O:32][C:33]([C:35]1[CH:40]=[N:39][C:38]([NH:41][CH:42]2[CH2:47][CH2:46][N:45]([CH2:57][C:55]3[CH:54]=[C:53]([O:59][CH2:60][CH3:61])[C:52]([C:62]4[CH:67]=[CH:66][C:65]([F:68])=[CH:64][CH:63]=4)=[C:51]([O:50][CH2:48][CH3:49])[CH:56]=3)[CH2:44][CH2:43]2)=[CH:37][N:36]=1)=[O:34] |f:1.2.3|. Reported procedure: The title compound was prepared in analogy to the synthesis of 6-[1-(3-ethoxy-4-methyl-benzyl)-piperidin-4-ylamino]-nicotinonitrile (example 38/step 3) from 5-(piperidin-4-ylamino)-pyrazine-2-carboxylic acid methyl ester dihydrochloride (intermediate B14) and 2,6-diethoxy-4′-fluoro-biphenyl-4-carbaldehyde (intermediate E22) in a yield of 5.8 mg (7%). MS (ISP): 509.4 [M+H]+.